From a dataset of the Open Reaction Database (ORD), a public repository of structured organic reaction records. describe an organic reaction: reactants, conditions, products, and yield Reported procedure: This compound is prepared by an analogous method to (1R/S,3R)-3-((R/S)-(2-cyclohexyl-2-hydroxy-2-phenyl-acetoxy)-1-methyl-1-(pyridazin-3-ylcarbamoylmethyl)-pyrrolidinium bromide (Example 3) by replacing cyclohexyl-hydroxy-phenyl-acetic acid with cyclopentyl-mandelic acid. RXN SMILES: [Br-:1].[CH:2]1([C:8]([OH:34])([C:28]2[CH:33]=[CH:32][CH:31]=[CH:30]C=2)[C:9]([O:11][CH:12]2[CH2:16][CH2:15][CH2:14][N+:13]2([CH3:27])[CH:17]([C:21]2[N:22]=[N:23][CH:24]=[CH:25][CH:26]=2)[C:18](=[O:20])[NH2:19])=[O:10])[CH2:7][CH2:6][CH2:5][CH2:4][CH2:3]1.C1(C(C2C=CC=CC=2)(O)C(O)=O)CCCC1>>[Br-:1].[CH:28]1([C:8]([OH:34])([C:2]2[CH:3]=[CH:4][CH:5]=[CH:6][CH:7]=2)[C:9]([O:11][CH:12]2[CH2:16][CH2:15][CH2:14][N+:13]2([CH3:27])[CH:17]([C:21]2[N:22]=[N:23][CH:24]=[CH:25][CH:26]=2)[C:18](=[O:20])[NH2:19])=[O:10])[CH2:30][CH2:31][CH2:32][CH2:33]1 |f:0.1,3.4|. Product: [Br-].C1(CCCC1)C(C(=O)OC1[N+](CCC1)(C(C(N)=O)C=1N=NC=CC1)C)(C1=CC=CC=C1)O ((R/S)-(2-Cyclopentyl-2-hydroxy-2-phenyl-acetoxy)-1-methyl-1-(pyridazin-3-yl-carbamoylmethyl)-pyrrolidinium bromide). Starting materials: [Br-].C1(CCCCC1)C(C(=O)OC1[N+](CCC1)(C(C(N)=O)C=1N=NC=CC1)C)(C1=CC=CC=C1)O ((R/S)-(2-Cyclohexyl-2-hydroxy-2-phenyl-acetoxy)-1-methyl-1-(pyridazin-3-yl-carbamoylmethyl)-pyrrolidinium bromide), C1(CCCC1)C(C(=O)O)(O)C1=CC=CC=C1 (cyclopentyl-mandelic acid).